From a dataset of the Open Reaction Database (ORD), a public repository of structured organic reaction records. describe an organic reaction: reactants, conditions, products, and yield The product is COC1=C(CN2CCN(CC2)C(C2=CC=C(C=C2)F)C2=CC=CC=C2)C=CC(=C1OC)OC (1-(2,3,4-trimethoxybenzyl)-4-(4-fluorobenzhydryl)-piperazine). Reported procedure: The 1-(2,3,4-trimethoxybenzyl)-4-(4-fluorobenzhydryl)piperazine fumarate obtained in Example 3 (3.0 g; 5.3 millimoles) was added to 30 ml of a 20% aqueous solution of sodium hydroxide. The resulting oily product was extracted with 30 ml of ethyl acetate. The ethyl acetate layer was dried over anhydrous magnesium sulfate. The solvent was evaporated under reduced pressure to give 1.6 g of 1-(2,3,4-trimethoxybenzyl)-4-(4-fluorobenzhydryl)-piperazine as an oil. Yield: 67.0%. The reactants are C(\C=C\C(=O)O)(=O)O.COC1=C(CN2CCN(CC2)C(C2=CC=C(C=C2)F)C2=CC=CC=C2)C=CC(=C1OC)OC (1-(2,3,4-trimethoxybenzyl)-4-(4-fluorobenzhydryl)piperazine fumarate), aqueous solution, [OH-].[Na+] (sodium hydroxide). Reaction SMILES: C(O)(=O)/C=C/C(O)=O.[CH3:9][O:10][C:11]1[C:37]([O:38][CH3:39])=[C:36]([O:40][CH3:41])[CH:35]=[CH:34][C:12]=1[CH2:13][N:14]1[CH2:19][CH2:18][N:17]([CH:20]([C:28]2[CH:33]=[CH:32][CH:31]=[CH:30][CH:29]=2)[C:21]2[CH:26]=[CH:25][C:24]([F:27])=[CH:23][CH:22]=2)[CH2:16][CH2:15]1.[OH-].[Na+]>>[CH3:9][O:10][C:11]1[C:37]([O:38][CH3:39])=[C:36]([O:40][CH3:41])[CH:35]=[CH:34][C:12]=1[CH2:13][N:14]1[CH2:15][CH2:16][N:17]([CH:20]([C:28]2[CH:33]=[CH:32][CH:31]=[CH:30][CH:29]=2)[C:21]2[CH:22]=[CH:23][C:24]([F:27])=[CH:25][CH:26]=2)[CH2:18][CH2:19]1 |f:0.1,2.3|. The reactants are O (water), C(C)C1(C(N(C(N=C1O)=O)CCCCC(=O)OC)=O)C1=CC=CC=C1 (5-Ethyl-6-hydroxy-3-(4-methoxycarbonylbutyl)-5-phenyl-2,4(3H,5H)-pyrimidinedione), C1(CCC(=O)O1)=O (succinic anhydride), CN(C)C1=NC=CC=C1 (dimethylaminopyridine). Solvent: C(Cl)(Cl)Cl (chloroform), ClCCl (Dichloromethane). Conditions: time 3 day. Yields the product C(=O)(O)CCC(=O)OCCNC(=O)CCCCN1C(NC(C(C1=O)(C1=CC=CC=C1)CC)=O)=O (1-{4-[2-(3-Carboxypropionyloxy)ethylaminocarbonyl]butyl}-5-ethyl-5-phenyl-2,4,6(1H,3H,5H)-pyrimidinetrione). Reaction SMILES: [CH2:1]([C:3]1([C:20]2[CH:25]=[CH:24][CH:23]=[CH:22][CH:21]=2)[C:8]([OH:9])=[N:7][C:6](=[O:10])[N:5]([CH2:11][CH2:12][CH2:13][CH2:14][C:15](OC)=[O:16])[C:4]1=[O:19])[CH3:2].[C:26]1(=[O:32])[O:31][C:29](=[O:30])[CH2:28][CH2:27]1.C[N:34]([C:36]1[CH:41]=CC=CN=1)C.[OH2:42]>C(Cl)(Cl)Cl.ClCCl>[C:29]([CH2:28][CH2:27][C:26]([O:31][CH2:41][CH2:36][NH:34][C:15]([CH2:14][CH2:13][CH2:12][CH2:11][N:5]1[C:4](=[O:19])[C:3]([CH2:1][CH3:2])([C:20]2[CH:21]=[CH:22][CH:23]=[CH:24][CH:25]=2)[C:8](=[O:9])[NH:7][C:6]1=[O:10])=[O:16])=[O:32])([OH:30])=[O:42]. Procedure: A mixture of the product from step 1 (2.9 g, 0.007 mole), succinic anhydride (0.7 g, 0.007 mole), and dimethylaminopyridine (0.9 g, 0.007 mole) in chloroform (100 mL) was heated with hot water (50°-60° C.) for 30 min and then stirred at room temperature for 3 days. Dichloromethane (300 mL) was added, and the mixture was washed with 10% hydrochloric acid solution (2×100 mL), washed with saturated sodium chloride solution (100 mL), dried over anhydrous magnesium sulfate, filtered, and solvent remo... Reactants: O=C(O)c1cccc(-c2cnc3c(c2)N(Cc2cc(Cl)ccc2C(F)(F)F)CCN3)c1, NCc1ccncc1. The product is O=C(NCc1ccncc1)c1cccc(-c2cnc3c(c2)N(Cc2cc(Cl)ccc2C(F)(F)F)CCN3)c1. As a reaction SMILES: [Cl:1][c:2]1[cH:3][cH:4][c:5]([C:28]([F:29])([F:30])[F:31])[c:6]([CH2:7][N:8]2[c:9]3[c:10]([n:14][cH:15][c:16](-[c:18]4[cH:19][c:20]([C:21](=[O:22])[OH:23])[cH:24][cH:25][cH:26]4)[cH:17]3)[NH:11][CH2:12][CH2:13]2)[cH:27]1.[NH2:32][CH2:33][c:34]1[cH:35][cH:36][n:37][cH:38][cH:39]1>>[Cl:1][c:2]1[cH:3][cH:4][c:5]([C:28]([F:29])([F:30])[F:31])[c:6]([CH2:7][N:8]2[c:9]3[c:10]([n:14][cH:15][c:16](-[c:18]4[cH:19][c:20]([C:21](=[O:23])[NH:32][CH2:33][c:34]5[cH:35][cH:36][n:37][cH:38][cH:39]5)[cH:24][cH:25][cH:26]4)[cH:17]3)[NH:11][CH2:12][CH2:13]2)[cH:27]1. The reactants are C([O-])(O)=O.[Na+] (sodium bicarbonate), CN1CCC(CC1)C1=CC=C(C=C1)C1=CC=2N(C(N1)=O)C=CN2 (7-(4-(1-methylpiperidin-4-yl)phenyl)imidazo[1,2-c]pyrimidin-5(6H)-one), P(=O)(Cl)(Cl)Cl (phosphoryl trichloride), C(C)N(C1=CC=CC=C1)CC (N,N-diethylaniline). Reaction conditions: temperature 50 celsius. Product: ClC1=NC(=CC=2N1C=CN2)C2=CC=C(C=C2)C2CCN(CC2)C (5-chloro-7-(4-(1-methylpiperidin-4-yl)phenyl)imidazo[1,2-c]pyrimidine). Yield: 71.2%. RXN SMILES: [CH3:1][N:2]1[CH2:7][CH2:6][CH:5]([C:8]2[CH:13]=[CH:12][C:11]([C:14]3[NH:19][C:18](=O)[N:17]4[CH:21]=[CH:22][N:23]=[C:16]4[CH:15]=3)=[CH:10][CH:9]=2)[CH2:4][CH2:3]1.P(Cl)(Cl)([Cl:26])=O.C(N(CC)C1C=CC=CC=1)C.C(=O)(O)[O-].[Na+]>>[Cl:26][C:18]1[N:17]2[CH:21]=[CH:22][N:23]=[C:16]2[CH:15]=[C:14]([C:11]2[CH:12]=[CH:13][C:8]([CH:5]3[CH2:6][CH2:7][N:2]([CH3:1])[CH2:3][CH2:4]3)=[CH:9][CH:10]=2)[N:19]=1 |f:3.4|. Procedure: To a suspension of 7-(4-(1-methylpiperidin-4-yl)phenyl)imidazo[1,2-c]pyrimidin-5(6H)-one (0.728 g, 2.361 mmol) in phosphoryl trichloride (12 mL, 131.1 mmol) under nitrogen was added N,N-diethylaniline (0.9390 mL, 5.902 mmol). The reaction was then heated to 50° C. for 4 hours. The reaction was concentrated, and the residue obtained was treated with 15 mL of a 1:1 mixture of ice and saturated aqueous sodium bicarbonate. The resulting mixture was extracted with dichloromethane (4×30 mL). The combi... Starting materials: C(=O)C[C@@H]1CC[C@H](CC1)C1=CC=C(C#N)C=C1 (4-{trans-4'-(formylmethyl)cyclohexyl}benzonitrile), ( ii ), C(C=C)OCC[C@@H]1CC[C@H](CC1)C1=CC=C(C#N)C=C1 (4-{trans-4'-(2-allyloxyethyl)cyclohexyl}benzonitrile). Yields the product C(C=C)OCCC[C@@H]1CC[C@H](CC1)C1=CC=C(C#N)C=C1 (4-{trans-4'-(3-allyloxypropyl)cyclohexyl}benzonitrile). Reaction SMILES: [CH:1]([CH2:3][C@H:4]1[CH2:9][CH2:8][C@H:7]([C:10]2[CH:17]=[CH:16][C:13]([C:14]#[N:15])=[CH:12][CH:11]=2)[CH2:6][CH2:5]1)=O.[CH2:18]([O:21][CH2:22]C[C@H]1CC[C@H](C2C=CC(C#N)=CC=2)CC1)[CH:19]=[CH2:20]>>[CH2:18]([O:21][CH2:22][CH2:1][CH2:3][C@H:4]1[CH2:9][CH2:8][C@H:7]([C:10]2[CH:17]=[CH:16][C:13]([C:14]#[N:15])=[CH:12][CH:11]=2)[CH2:6][CH2:5]1)[CH:19]=[CH2:20]. Reported procedure: The compound (iii) of Example 7 was subjected to the procedures of (ii), (iii), (iv) and (v) of Example 7 in this order to obtain the captioned compound. M.P.: 12.0° C.,N-I point: 5.9° C. Starting materials: [OH-].[Li+] (lithium hydroxide), COC([C@@H](NC(=O)C1=C(C=C(C=C1)S(=O)(=O)NCC1=CC(=CC=C1)O)Cl)CC1=CC=C(C=C1)NC(=O)C1=C(C=CC=C1Cl)Cl)=O (4-[[(2,6-dichlorophenyl)carbonyl]amino]-N-[[2-chloro-4-[[[(3-hydroxyphenyl)methyl]amino]sulfonyl]phenyl]carbonyl]-L-phenylalanine methyl ester). The solvent is CO (methanol), O1CCCC1 (tetrahydrofuran). Conditions: time 90 minute. The product is ClC1=C(C(=CC=C1)Cl)C(=O)NC1=CC=C(C[C@H](NC(=O)C2=C(C=C(C=C2)S(=O)(=O)NCC2=CC(=CC=C2)O)Cl)C(=O)O)C=C1 (4-[[(2,6-dichlorophenyl)carbonyl]amino]-N-[[2-chloro-4-[[[(3-hydroxyphenyl)methyl]amino]sulfonyl]phenyl]carbonyl]-L-phenylalanine). The yield is 72.1%. Reaction SMILES: [OH-].[Li+].C[O:4][C:5](=[O:47])[C@H:6]([CH2:29][C:30]1[CH:35]=[CH:34][C:33]([NH:36][C:37]([C:39]2[C:44]([Cl:45])=[CH:43][CH:42]=[CH:41][C:40]=2[Cl:46])=[O:38])=[CH:32][CH:31]=1)[NH:7][C:8]([C:10]1[CH:15]=[CH:14][C:13]([S:16]([NH:19][CH2:20][C:21]2[CH:26]=[CH:25][CH:24]=[C:23]([OH:27])[CH:22]=2)(=[O:18])=[O:17])=[CH:12][C:11]=1[Cl:28])=[O:9]>CO.O1CCCC1>[Cl:46][C:40]1[CH:41]=[CH:42][CH:43]=[C:44]([Cl:45])[C:39]=1[C:37]([NH:36][C:33]1[CH:32]=[CH:31][C:30]([CH2:29][C@@H:6]([C:5]([OH:47])=[O:4])[NH:7][C:8]([C:10]2[CH:15]=[CH:14][C:13]([S:16]([NH:19][CH2:20][C:21]3[CH:26]=[CH:25][CH:24]=[C:23]([OH:27])[CH:22]=3)(=[O:18])=[O:17])=[CH:12][C:11]=2[Cl:28])=[O:9])=[CH:35][CH:34]=1)=[O:38] |f:0.1|. Procedure details: An aqueous 1N lithium hydroxide solution (0.25 mL) was added to a solution of 4-[[(2,6-dichlorophenyl)carbonyl]amino]-N-[[2-chloro-4-[[[(3-hydroxyphenyl)methyl]amino]sulfonyl]phenyl]carbonyl]-L-phenylalanine methyl ester (51 mg; 0.0738 mmol) in methanol (0.5 mL) and tetrahydrofuran (0.35 mL). After the reaction was stirred at room temperature for 90 minutes, the solvents were removed under reduced pressure. The crude product in the minimum amount of methanol was then applied to a column of silic...